Dataset: the Open Reaction Database (ORD), a public repository of structured organic reaction records. Task: describe an organic reaction: reactants, conditions, products, and yield Reactants: CN(C=O)C (dimethylformamide), [Li]CCCC (n-BuLi), C(C)(C)(C)C1=C(C=CC=C1)OCOC (1-(tert-butyl)-2-(methoxymethoxy)benzene), CN(CCN(C)C)C (tetramethylethylenediamine), ice water. Run in C(C)(=O)OCC (ethyl acetate), CCOCC (ether), CCCCCC (hexane). Conditions: time 3 hour. Yields the product crude product, C(C)(C)(C)C=1C(=C(C=O)C=CC1)OCOC (3-(tert-Butyl)-2-(methoxymethoxy)benzaldehyde). Yield: 120.1%. RXN SMILES: [Li]CCCC.[C:6]([C:10]1[CH:15]=[CH:14][CH:13]=[CH:12][C:11]=1[O:16][CH2:17][O:18][CH3:19])([CH3:9])([CH3:8])[CH3:7].CN(C)CCN(C)C.CN(C)[CH:30]=[O:31]>CCOCC.C(OCC)(=O)C.CCCCCC>[C:6]([C:10]1[C:11]([O:16][CH2:17][O:18][CH3:19])=[C:12]([CH:13]=[CH:14][CH:15]=1)[CH:30]=[O:31])([CH3:9])([CH3:7])[CH3:8]. Procedure details: A 2.6 M hexane solution of n-BuLi was gradually added to a solution of the 1-(tert-butyl)-2-(methoxymethoxy)benzene (1013 g, 4.67 mol) and tetramethylethylenediamine (754 g, 6.5 ml) in dry ether while cooling on ice, and the mixture was stirred at room temperature for 3 hours. After recooling to 0° C., dimethylformamide (1000 ml, 14 mol) was gradually added and the mixture was stirred at room temperature for 1 hour. The reaction mixture was gradually added to ice water, extraction was performed ... Starting materials: C(C)(=O)OCC1=C(C=CC=C1B1OC(C(O1)(C)C)(C)C)N1C(C2=CC=C(C=C2C1)C(C)(C)C)=O (2-(5-tert-Butyl-1-oxoisoindolin-2-yl)-6-(4,4,5,5-tetramethyl-1,3,2-dioxaborolan-2-yl)benzyl Acetate), BrC=1C=C(C(N(C1)C)=O)NC1=NN(C=C1)CC (5-Bromo-3-(1-ethyl-1H-pyrazol-3-ylamino)-1-methylpyridin-2(1H)-one). Product: C(C)(C)(C)C=1C=C2CN(C(C2=CC1)=O)C1=C(C(=CC=C1)C1=CN(C(C(=C1)NC1=NN(C=C1)CC)=O)C)CO (5-tert-Butyl-2-(3-(5-(1-ethyl-1H-pyrazol-3-ylamino)-1-methyl-6-oxo-1,6-dihydropyridin-3-yl)-2-(hydroxymethyl)phenyl)isoindolin-1-one). Reaction SMILES: C([O:4][CH2:5][C:6]1[C:11](B2OC(C)(C)C(C)(C)O2)=[CH:10][CH:9]=[CH:8][C:7]=1[N:21]1[CH2:29][C:28]2[C:23](=[CH:24][CH:25]=[C:26]([C:30]([CH3:33])([CH3:32])[CH3:31])[CH:27]=2)[C:22]1=[O:34])(=O)C.Br[C:36]1[CH:37]=[C:38]([NH:44][C:45]2[CH:49]=[CH:48][N:47]([CH2:50][CH3:51])[N:46]=2)[C:39](=[O:43])[N:40]([CH3:42])[CH:41]=1>>[C:30]([C:26]1[CH:27]=[C:28]2[C:23](=[CH:24][CH:25]=1)[C:22](=[O:34])[N:21]([C:7]1[CH:8]=[CH:9][CH:10]=[C:11]([C:36]3[CH:37]=[C:38]([NH:44][C:45]4[CH:49]=[CH:48][N:47]([CH2:50][CH3:51])[N:46]=4)[C:39](=[O:43])[N:40]([CH3:42])[CH:41]=3)[C:6]=1[CH2:5][OH:4])[CH2:29]2)([CH3:33])([CH3:31])[CH3:32]. Reported procedure: Following the same general procedure as described for 105, reaction of 103f (556 mg, 1.20 mmol) with 106a (300 mg, 1.00 mmol) gave a 20% (101 mg) yield of 106 as a white solid: mp 175-177° C.; 1H NMR (500 MHz, DMSO-d6) δ 8.07 (s, 1H), 8.01 (d, 1H, J=2.0 Hz), 7.73 (d, 1H, J=7.5 Hz), 7.71 (s, 1H), 7.62 (dd, 1H, J=8.0, 1.0 Hz), 7.52 (d, 1H, J=2.5 Hz), 7.49 (t, 1H, J=7.5 Hz), 7.42 (dd, 1H, J=7.5, 1.0 Hz), 7.36 (dd, 1H, J=7.5, 1.0 Hz), 7.25 (d, 1H, J=2.0 Hz), 6.06 (d, 1H, J=2.0 Hz), 4.94 (s, 2H), 4.8... The reactants are [Cl-].[NH4+] (ammonium chloride), C(CC)OC1=C(C#N)C=CC=C1 (2-propoxybenzonitrile), solution, C[Al](C)C (trimethylaluminum), ice, C(Cl)(Cl)Cl (chloroform). The solvent is C1(=CC=CC=C1)C (toluene), CCCCCC (hexane). Reaction conditions: temperature 2.5 celsius. Yields the product Cl.C(CC)OC1=C(C(=N)N)C=CC=C1 (2-Propoxybenzamidine Hydrochloride). Reaction SMILES: [Cl-].[NH4+:2].C[Al](C)C.[CH2:7]([O:10][C:11]1[CH:18]=[CH:17][CH:16]=[CH:15][C:12]=1[C:13]#[N:14])[CH2:8][CH3:9].C(Cl)(Cl)[Cl:20]>C1(C)C=CC=CC=1.CCCCCC>[ClH:20].[CH2:7]([O:10][C:11]1[CH:18]=[CH:17][CH:16]=[CH:15][C:12]=1[C:13]([NH2:2])=[NH:14])[CH2:8][CH3:9] |f:0.1,7.8|. Procedure: 21.41 g (400 ml) of ammonium chloride are suspended in 400 ml of toluene and cooled to 0-5° C. 200 ml of a 2 M solution of trimethylaluminum in hexane are added dropwise, and the mixture is stirred at room temperature until the evolution of gas has ceased. Following addition of 32.2 g (200 mmol) of 2-propoxybenzonitrile, the reaction mixture is stirred at 80° C. (bath) overnight. The cooled reaction mixture is, with ice-cooling, added to a suspension of 300 g of silica gel and 2.85 ml of ice-coo...